Task: describe an organic reaction: reactants, conditions, products, and yield. Dataset: the Open Reaction Database (ORD), a public repository of structured organic reaction records The reactants are C(#N)[BH3-].[Na+] (Sodium cyanoborohydride), C(C)(=O)O (Acetic acid), C(CC)=O (propionaldehyde), O1C=NC=C1C1=CC=C(C=C1)NC=1N=C(C2=C(N1)CCNC2)N(CCO)C2=CC=CC=C2 (2-((2-(4-(oxazol-5-yl)phenylamino)-5,6,7,8-tetrahydropyrido[4,3-d]pyrimidin-4-yl)(phenyl)amino)ethanol). Run in CO (methanol). Conditions: time 10 minute. Product: O1C=NC=C1C1=CC=C(C=C1)NC=1N=C(C2=C(N1)CCN(C2)CCC)N(CCO)C2=CC=CC=C2 (2-((2-(4-(oxazol-5-yl)phenylamino)-6-propyl-5,6,7,8-tetrahydropyrido[4,3-d]pyrimidin-4-yl)(phenyl)amino)ethanol). The yield is 22.3%. RXN SMILES: [O:1]1[C:5]([C:6]2[CH:11]=[CH:10][C:9]([NH:12][C:13]3[N:14]=[C:15]([N:23]([C:27]4[CH:32]=[CH:31][CH:30]=[CH:29][CH:28]=4)[CH2:24][CH2:25][OH:26])[C:16]4[CH2:22][NH:21][CH2:20][CH2:19][C:17]=4[N:18]=3)=[CH:8][CH:7]=2)=[CH:4][N:3]=[CH:2]1.C(O)(=O)C.[CH:37](=O)[CH2:38][CH3:39].C([BH3-])#N.[Na+]>CO>[O:1]1[C:5]([C:6]2[CH:11]=[CH:10][C:9]([NH:12][C:13]3[N:14]=[C:15]([N:23]([C:27]4[CH:28]=[CH:29][CH:30]=[CH:31][CH:32]=4)[CH2:24][CH2:25][OH:26])[C:16]4[CH2:22][N:21]([CH2:37][CH2:38][CH3:39])[CH2:20][CH2:19][C:17]=4[N:18]=3)=[CH:8][CH:7]=2)=[CH:4][N:3]=[CH:2]1 |f:3.4|. Procedure details: 2-((2-(4-(Oxazol-5-yl)phenylamino)-5,6,7,8-tetrahydropyrido[4,3-d]pyrimidin-4-yl)(phenyl)amino)ethanol (25 mg, 0.06 mmol, Example 1) was dissolved in methanol (1 mL). Acetic acid (0.013 mL, 0.23 mmol) and propionaldehyde (4.25 μL, 0.06 mmol) was added and the reaction mixture was stirred at room temperature for 10 minutes. Sodium cyanoborohydride (3.67 mg, 0.06 mmol) was added and after 15 minutes the solvent was evaporated under reduced pressure. The crude was dissolved in few drops of dimethyl...